From a dataset of the Open Reaction Database (ORD), a public repository of structured organic reaction records. describe an organic reaction: reactants, conditions, products, and yield The reactants are OC1(CC2CCC(C1)N2C)C=2N(C1=CC=CC=C1C2)S(=O)(=O)C2=CC=CC=C2 (3-hydroxy-3-(1-phenylsulfonylindol-2-yl)-8-methyl-8-azabicyclo[3.2.1]octane), FC(C(=O)O)(F)F (trifluoroacetic acid). Run in ClCCl (dichloromethane). The product is N1C(=CC2=CC=CC=C12)C1=CC2CCC(C1)N2C (3-(indol-2-yl)-8-methyl-8-azabicyclo[3.2.1]oct-2-ene). RXN SMILES: O[C:2]1([C:11]2[N:12](S(C3C=CC=CC=3)(=O)=O)[C:13]3[C:18]([CH:19]=2)=[CH:17][CH:16]=[CH:15][CH:14]=3)[CH2:8][CH:7]2[N:9]([CH3:10])[CH:4]([CH2:5][CH2:6]2)[CH2:3]1.FC(F)(F)C(O)=O>ClCCl>[NH:12]1[C:13]2[C:18](=[CH:17][CH:16]=[CH:15][CH:14]=2)[CH:19]=[C:11]1[C:2]1[CH2:8][CH:7]2[N:9]([CH3:10])[CH:4]([CH2:5][CH2:6]2)[CH:3]=1. Procedure: A solution of 3-hydroxy-3-(1-phenylsulfonylindol-2-yl)-8-methyl-8-azabicyclo[3.2.1]octane and trifluoroacetic acid in dichloromethane is stirred at room temperature until the dehydration is complete. The reaction mixture is concentrated under reduced pressure and the residue partitioned between dichloromethane and saturated aqueous sodium bicarbonate. The organic phase is separated, washed well with water, washed with saturated aqueous sodium chloride, dried over magnesium sulfate and concentrat... Reactants: C(C1=CC=CC=C1)=O (benzaldehyde), SCCC(=S)O (3-mercaptothiopropionic acid). Reagents/catalysts: [I-].[Zn+2].[I-] (zinc iodide). Solvent: ClCCl (dichloromethane), ClCCl (dichloromethane). The product is O=C1CCSC(S1)C1=CC=CC=C1 (6-oxo-2-phenyl-1,3-dithiane). Reaction SMILES: [CH:1](=O)[C:2]1[CH:7]=[CH:6][CH:5]=[CH:4][CH:3]=1.[SH:9][CH2:10][CH2:11][C:12]([OH:14])=[S:13]>ClCCl.[I-].[Zn+2].[I-]>[O:14]=[C:12]1[S:13][CH:1]([C:2]2[CH:7]=[CH:6][CH:5]=[CH:4][CH:3]=2)[S:9][CH2:10][CH2:11]1 |f:3.4.5|. Procedure details: To a solution of benzaldehyde (1.06 g, 10 mm) and 3-mercaptothiopropionic acid (1.22 g, 10 mm) in dichloromethane (25 cc) was added dry zinc iodide (1 mm, 320 mg) and the mixture was refluxed for 3.5 hrs. It was cooled to room temperature, diluted with dichloromethane and successively washed with IN HCl, brine and dried with sodium sulphate. Removal of the solvent yielded the essentially pure title compound. RXN SMILES: Cl[CH2:2][C:3]1[CH:8]=[CH:7][C:6]([CH:9]2[CH2:14][CH2:13][N:12]([C:15]([O:17][CH2:18][C:19]3[CH:24]=[CH:23][CH:22]=[CH:21][CH:20]=3)=[O:16])[CH2:11][CH:10]2[O:25][CH2:26][C:27]2[CH:28]=[CH:29][C:30]3[O:35][CH2:34][CH2:33][N:32]([CH2:36][CH2:37][CH2:38][O:39][CH3:40])[C:31]=3[CH:41]=2)=[CH:5][CH:4]=1.[C:42]1([CH:48]2[CH2:52][CH2:51][NH:50][CH2:49]2)[CH:47]=[CH:46][CH:45]=[CH:44][CH:43]=1.[H-].[Na+]>CN(C)C=O.COC(C)(C)C>[CH3:40][O:39][CH2:38][CH2:37][CH2:36][N:32]1[C:31]2[CH:41]=[C:27]([CH2:26][O:25][CH:10]3[CH:9]([C:6]4[CH:7]=[CH:8][C:3]([CH2:2][N:50]5[CH2:51][CH2:52][CH:48]([C:42]6[CH:47]=[CH:46][CH:45]=[CH:44][CH:43]=6)[CH2:49]5)=[CH:4][CH:5]=4)[CH2:14][CH2:13][N:12]([C:15]([O:17][CH2:18][C:19]4[CH:24]=[CH:23][CH:22]=[CH:21][CH:20]=4)=[O:16])[CH2:11]3)[CH:28]=[CH:29][C:30]=2[O:35][CH2:34][CH2:33]1 |f:2.3|. Run in CN(C=O)C (N,N-dimethylformamide), COC(C)(C)C (tert-butyl methyl ether). Procedure details: The stirred solution of 0.0435 g of benzyl 4-(4-chloromethylphenyl)-3-[4-(3-methoxypropyl)-3,4-dihydro-2H-benzo[1,4]oxazin-6-ylmethoxy]piperidine-1-carboxylate (Example 270b) and 0.0155 g of 3-phenylpyrrolidine in 0.5 ml of N,N-dimethylformamide is admixed at 0° C. with 0.0076 g of sodium hydride dispersion (60% in oil). The reaction mixture is stirred at 0° C. over 15 minutes, then at room temperature for 1 hour, and subsequently diluted with 80 ml of tert-butyl methyl ether. The mixture is was... Yields the product COCCCN1CCOC2=C1C=C(C=C2)COC2CN(CCC2C2=CC=C(C=C2)CN2CC(CC2)C2=CC=CC=C2)C(=O)OCC2=CC=CC=C2 (Benzyl 3-[4-(3-methoxypropyl)-3,4-dihydro-2H-benzo[1,4]oxazin-6-ylmethoxy]-4-[4-(3-phenylpyrrolidin-1-ylmethyl)phenyl]piperidine-1-carboxylate), SiO2. Reactants: [H-].[Na+] (sodium hydride), ClCC1=CC=C(C=C1)C1C(CN(CC1)C(=O)OCC1=CC=CC=C1)OCC=1C=CC2=C(N(CCO2)CCCOC)C1 (benzyl 4-(4-chloromethylphenyl)-3-[4-(3-methoxypropyl)-3,4-dihydro-2H-benzo[1,4]oxazin-6-ylmethoxy]piperidine-1-carboxylate), C1(=CC=CC=C1)C1CNCC1 (3-phenylpyrrolidine). Conditions: temperature 0 celsius, time 15 minute. Reactants: O(C1=CC=CC=C1)C1=CC=C(C=C1)C1=NN2C(NC3=C2CNCC3)=C1C(=O)N (2-(4-phenoxyphenyl)-5,6,7,8-tetrahydro-4H-pyrazolo[5′,1′:2,3]imidazo[4,5-c]pyridine-3-carboxamide), C(C=CC)(=O)O (but-2-enoic acid), compound 54. Product: C(C=CC)(=O)N1CC2=C(CC1)NC=1N2N=C(C1C(=O)N)C1=CC=C(C=C1)OC1=CC=CC=C1 (7-(But-2-enoyl)-2-(4-phenoxyphenyl)-5,6,7,8-tetrahydro-4H-pyrazolo[5′,1′:2,3]imidazo[4,5-c]pyridine-3-carboxamide). As a reaction SMILES: [O:1]([C:8]1[CH:13]=[CH:12][C:11]([C:14]2[C:25]([C:26]([NH2:28])=[O:27])=[C:17]3[NH:18][C:19]4[CH2:24][CH2:23][NH:22][CH2:21][C:20]=4[N:16]3[N:15]=2)=[CH:10][CH:9]=1)[C:2]1[CH:7]=[CH:6][CH:5]=[CH:4][CH:3]=1.[C:29](O)(=[O:33])[CH:30]=[CH:31][CH3:32]>>[C:29]([N:22]1[CH2:23][CH2:24][C:19]2[NH:18][C:17]3[N:16]([N:15]=[C:14]([C:11]4[CH:10]=[CH:9][C:8]([O:1][C:2]5[CH:7]=[CH:6][CH:5]=[CH:4][CH:3]=5)=[CH:13][CH:12]=4)[C:25]=3[C:26]([NH2:28])=[O:27])[C:20]=2[CH2:21]1)(=[O:33])[CH:30]=[CH:31][CH3:32]. Reported procedure: The desired compound was prepared from 2-(4-phenoxyphenyl)-5,6,7,8-tetrahydro-4H-pyrazolo[5′,1′:2,3]imidazo[4,5-c]pyridine-3-carboxamide and but-2-enoic acid according to the procedure similar to that for compound 54. 1H NMR (400 MHz, DMSO-d6) δ 11.78-11.71 (m, 1H), 7.68 (d, J=8.6 Hz, 2H), 7.46-7.39 (m, 2H), 7.18 (t, J=7.6 Hz, 1H), 7.11-7.04 (m, 4H), 6.73-6.63 (m, 2H), 4.80-4.71 (m, 2H), 3.90 (s, 2H), 2.76-2.70 (m, 2H), 1.88-1.86 (m, 3H). MS (ESI) m/e [M+1]+ 441.9.